From a dataset of the Open Reaction Database (ORD), a public repository of structured organic reaction records. describe an organic reaction: reactants, conditions, products, and yield The reactants are ClC=1C=C(C=CC1OCCC1(C(C1)(Cl)Cl)C)[N+](=O)[O-] (3-chloro-4-[2-(1-methyl-2,2-dichlorocyclopropyl)ethoxy]nitrobenzene), dioxide. The solvent is C1(=CC=CC=C1)CCO (benzene-ethanol). Product: ClC=1C=C(N)C=CC1OCCC1(C(C1)(Cl)Cl)C (3-chloro-4-[2-(1-methyl-2,2-dichlorocyclopropyl)ethoxy]aniline). Yield: 91.8%. RXN SMILES: [Cl:1][C:2]1[CH:3]=[C:4]([N+:17]([O-])=O)[CH:5]=[CH:6][C:7]=1[O:8][CH2:9][CH2:10][C:11]1([CH3:16])[CH2:13][C:12]1([Cl:15])[Cl:14]>C1(CCO)C=CC=CC=1>[Cl:1][C:2]1[CH:3]=[C:4]([CH:5]=[CH:6][C:7]=1[O:8][CH2:9][CH2:10][C:11]1([CH3:16])[CH2:13][C:12]1([Cl:14])[Cl:15])[NH2:17]. Procedure details: A suspension of 12 g of 3-chloro-4-[2-(1-methyl-2,2-dichlorocyclopropyl)ethoxy]nitrobenzene and 0.1 g of platimum dioxide in benzene-ethanol (1:1) was subjected to catalytic reduction under room temperature and atmospheric pressure, whereby 2.5 liters of hydrogen were absorbed. The resulting mixture was filtered, and the solvent was removed under reduced pressure. The residue was recrystallized from ethanol to give 10 g of 3-chloro-4-[2-(1-methyl-2,2-dichlorocyclopropyl)ethoxy]aniline. Starting materials: ON=C(C(=O)OCC)CC1=CNC2=CC(=CC(=C12)Br)Br (ethyl 2-(hydroxyimino)-3-(4,6-dibromo-3-indolyl)propanoate). The reagents and catalysts are [Zn] (zinc). The solvent is C(C)(=O)O (acetic acid). Run at time 72 hour. Product: BrC=1C=C(C=C2NC=C(C[C@H](N)C(=O)O)C12)Br (4,6-Dibromotryptophan). As a reaction SMILES: O[N:2]=[C:3]([CH2:9][C:10]1[C:18]2[C:13](=[CH:14][C:15]([Br:20])=[CH:16][C:17]=2[Br:19])[NH:12][CH:11]=1)[C:4]([O:6]CC)=[O:5]>C(O)(=O)C.[Zn]>[Br:19][C:17]1[CH:16]=[C:15]([Br:20])[CH:14]=[C:13]2[C:18]=1[C:10]([CH2:9][C@@H:3]([C:4]([OH:6])=[O:5])[NH2:2])=[CH:11][NH:12]2. Procedure details: Dissolve ethyl 2-(hydroxyimino)-3-(4,6-dibromo-3-indolyl)propanoate (1.47 g, 3.65 mmol) in acetic acid (200 mL) and add activated zinc dust (1.25 g, 19.2 mmol). Stir at room temperature for 72 hours. Evaporate the acetic acid in vacuo and take up in ethyl acetate (200 mL). Treat with saturated sodium hydrogen carbonate (500 mL). Filter the resulting white precipitate and separate the organic phase. Wash with saturated sodium hydrogen carbonate (100 mL) and brine (100 mL). Dry (MgSO4) and evapora...